From a dataset of the Open Reaction Database (ORD), a public repository of structured organic reaction records. describe an organic reaction: reactants, conditions, products, and yield Reactants: CN=C=O, NC(=O)[O-], Oc1cccc2csnc12, c1ccccc1. Yields the product CNC(=O)Oc1cccc2csnc12. Reaction SMILES: [CH3:11][N:12]=[C:13]=[O:14].[NH2:15][C:16](=[O:17])[O-:18].[OH:1][c:2]1[cH:3][cH:4][cH:5][c:6]2[cH:7][s:8][n:9][c:10]12.[cH:19]1[cH:20][cH:21][cH:22][cH:23][cH:24]1>>[O:1]([c:2]1[cH:3][cH:4][cH:5][c:6]2[cH:7][s:8][n:9][c:10]12)[C:13]([NH:12][CH3:11])=[O:14].